This data is from the Open Reaction Database (ORD), a public repository of structured organic reaction records. The task is: describe an organic reaction: reactants, conditions, products, and yield Reactants: CCO, COC(=O)c1ccc(OCCNC(=O)c2ccc(C(C)C)cc2)cc1, [Na+], [OH-], O. Product: CC(C)c1ccc(C(=O)NCCOc2ccc(C(=O)O)cc2)cc1. As a reaction SMILES: [CH3:28][CH2:29][OH:30].[CH:1]([CH3:2])([CH3:3])[c:4]1[cH:5][cH:6][c:7]([C:8](=[O:9])[NH:10][CH2:11][CH2:12][O:13][c:14]2[cH:15][cH:16][c:17]([C:18](=[O:19])[O:20][CH3:21])[cH:22][cH:23]2)[cH:24][cH:25]1.[Na+:27].[OH-:26].[OH2:31]>>[CH:1]([CH3:2])([CH3:3])[c:4]1[cH:5][cH:6][c:7]([C:8](=[O:9])[NH:10][CH2:11][CH2:12][O:13][c:14]2[cH:15][cH:16][c:17]([C:18](=[O:19])[OH:20])[cH:22][cH:23]2)[cH:24][cH:25]1.